This data is from the Open Reaction Database (ORD), a public repository of structured organic reaction records. The task is: describe an organic reaction: reactants, conditions, products, and yield Reactants: CN(C)c1ccc(C(O)c2ccc([Si](C)(C)C)cc2)cc1, CN(C)c1ccc(C=O)cc1, C[Si](C)(C)c1ccc(Cl)cc1, O=[Cr](=O)(O)O, c1ccncc1. The product is CN(C)c1ccc(C(=O)c2ccc([Si](C)(C)C)cc2)cc1. As a reaction SMILES: [CH3:1][N:2]([c:3]1[cH:4][cH:5][c:6]([CH:7]([c:8]2[cH:9][cH:10][c:11]([Si:14]([CH3:15])([CH3:16])[CH3:17])[cH:12][cH:13]2)[OH:18])[cH:19][cH:20]1)[CH3:21].[CH3:22][N:23]([CH3:24])[c:25]1[cH:26][cH:27][c:28]([CH:29]=[O:30])[cH:31][cH:32]1.[CH3:33][Si:34]([CH3:35])([CH3:36])[c:37]1[cH:38][cH:39][c:40]([Cl:41])[cH:42][cH:43]1.[Cr:50]([OH:51])([OH:52])(=[O:53])=[O:54].[n:44]1[cH:45][cH:46][cH:47][cH:48][cH:49]1>>[CH3:1][N:2]([c:3]1[cH:4][cH:5][c:6]([C:7]([c:8]2[cH:9][cH:10][c:11]([Si:14]([CH3:15])([CH3:16])[CH3:17])[cH:12][cH:13]2)=[O:18])[cH:19][cH:20]1)[CH3:21]. Reactants: ClC1=NC=C(C(=N1)NC1=C(C(=O)NC)C=C(C=C1)F)Cl (2-(2,5-Dichloro-pyrimidin-4-ylamino)-5-fluoro-N-methyl-benzamide), NC1=CC=CC=C1 (aniline). Product: FC=1C=CC=C(C(=O)NC)C1 (5-fluoro-N-methyl-benzamide). As a reaction SMILES: ClC1N=C(N[C:9]2[CH:18]=[CH:17][C:16]([F:19])=[CH:15][C:10]=2[C:11]([NH:13][CH3:14])=[O:12])C(Cl)=CN=1.NC1C=CC=CC=1>>[F:19][C:16]1[CH:17]=[CH:18][CH:9]=[C:10]([CH:15]=1)[C:11]([NH:13][CH3:14])=[O:12]. Procedure details: The following 2-(5-Chloro-2-(subst. phenylamino)-pyrimidin-4-ylamino)-5-fluoro-N-methyl-benzamide are prepared from 2-(2,5-Dichloro-pyrimidin-4-ylamino)-5-fluoro-N-methyl-benzamide and the corresponding aniline following the procedure of Example 2: Starting materials: C(=O)(C(F)(F)F)O (TFA), [OH-].[Na+] (NaOH), ClC1=C(C(=NC2=CC=C(C=C12)C(C1CCN(CC1)C(=O)OC(C)(C)C)O)OC)CC1=CC=C(C=C1)C(F)(F)F (tert-butyl 4-((4-chloro-2-methoxy-3-(4-(trifluoromethyl)benzyl)quinolin-6-yl)(hydroxy)methyl)piperidine-1-carboxylate), Intermediate 11, C(=O)(C(F)(F)F)O (TFA). Solvent: C(Cl)Cl (DCM), C(Cl)Cl (DCM). Conditions: time 2 hour. Product: ClC1=C(C(=NC2=CC=C(C=C12)C(O)C1CCNCC1)OC)CC1=CC=C(C=C1)C(F)(F)F ((4-Chloro-2-methoxy-3-(4-(trifluoromethyl)benzyl)quinolin-6-yl)(piperidin-4-yl)methanol). RXN SMILES: [Cl:1][C:2]1[C:11]2[C:6](=[CH:7][CH:8]=[C:9]([CH:12]([OH:26])[CH:13]3[CH2:18][CH2:17][N:16](C(OC(C)(C)C)=O)[CH2:15][CH2:14]3)[CH:10]=2)[N:5]=[C:4]([O:27][CH3:28])[C:3]=1[CH2:29][C:30]1[CH:35]=[CH:34][C:33]([C:36]([F:39])([F:38])[F:37])=[CH:32][CH:31]=1.C(O)(C(F)(F)F)=O.[OH-].[Na+]>C(Cl)Cl>[Cl:1][C:2]1[C:11]2[C:6](=[CH:7][CH:8]=[C:9]([CH:12]([CH:13]3[CH2:18][CH2:17][NH:16][CH2:15][CH2:14]3)[OH:26])[CH:10]=2)[N:5]=[C:4]([O:27][CH3:28])[C:3]=1[CH2:29][C:30]1[CH:31]=[CH:32][C:33]([C:36]([F:38])([F:37])[F:39])=[CH:34][CH:35]=1 |f:2.3|. Reported procedure: To a solution of tert-butyl 4-((4-chloro-2-methoxy-3-(4-(trifluoromethyl)benzyl)quinolin-6-yl)(hydroxy)methyl)piperidine-1-carboxylate (110 mg, 0.19 mmol, Intermediate 11: step a) in DCM (5 mL) was added TFA (75 μL, 0.97 mmol). The resulting solution was stirred at room temperature for 2 hours. TFA (75 μL, 0.97 mmol) was added and the mixture stirred at room temperature overnight. Then the reaction was diluted with DCM, cooled to 0° C., and the pH adjusted to ˜pH 8 by the addition of 3 N aqueous... Starting materials: C(C)OC(=O)C=1N=CN(C1)C=1C=C2C=CC=NC2=CC1 (1-quinolin-6-yl-1H-imidazole-4-carboxylic acid ethyl ester), [H-].C(C(C)C)[Al+]CC(C)C (diisobutylaluminum hydride). The product is N1=CC=CC2=CC(=CC=C12)N1C=NC(=C1)CO ((1-Quinolin-6-yl-1H-imidazol-4-yl)-methanol). Reaction SMILES: C([O:3][C:4]([C:6]1[N:7]=[CH:8][N:9]([C:11]2[CH:12]=[C:13]3[C:18](=[CH:19][CH:20]=2)[N:17]=[CH:16][CH:15]=[CH:14]3)[CH:10]=1)=O)C.[H-].C([Al+]CC(C)C)C(C)C>>[N:17]1[C:18]2[C:13](=[CH:12][C:11]([N:9]3[CH:10]=[C:6]([CH2:4][OH:3])[N:7]=[CH:8]3)=[CH:20][CH:19]=2)[CH:14]=[CH:15][CH:16]=1 |f:1.2|. Procedure details: Following the general method described in example 388, 1-quinolin-6-yl-1H-imidazole-4-carboxylic acid ethyl ester was reacted with diisobutylaluminum hydride. After hydrolytic workup and chromatography the title compound was obtained as a light brown crystalline solid. Mp. 183-187° C. (AcOEt/hexane), MS: m/e=226 (M+H+). Reactants: Cl.CC([C@@H](N)C(=O)O)C(=O)O (β-methyl-D-aspartate hydrochloride), C(O)([O-])=O.[Na+] (sodium hydrogen carbonate), Cl(=O)(=O)(=O)O (perchloric acid), solution, C(O)([O-])=O.[Na+] (sodium hydrogen carbonate), C(C)(=O)OC(C)(C)C (tert-butyl acetate). Reaction conditions: time 3 hour. Yields the product C(C)(=O)O.C(C)(C)(C)[C@@](N)(C(C(=O)O)C)C(=O)O (α-tert-Butyl-β-methyl-D-aspartate acetic acid). RXN SMILES: Cl.[CH3:2][CH:3]([C:9]([OH:11])=[O:10])[C@H:4]([C:6]([OH:8])=[O:7])[NH2:5].Cl(O)(=O)(=O)=O.C(=O)([O-])O.[Na+].C(O[C:26]([CH3:29])([CH3:28])[CH3:27])(=O)C>>[C:6]([OH:8])(=[O:7])[CH3:4].[C:26]([C@:4]([C:6]([OH:8])=[O:7])([CH:3]([CH3:2])[C:9]([OH:11])=[O:10])[NH2:5])([CH3:29])([CH3:28])[CH3:27] |f:0.1,3.4,6.7|. Procedure: Suspend β-methyl-D-aspartate hydrochloride (40 g, 0.22 mol) in tert-butyl acetate (1.5 L) and add perchloric acid (20.7 mL of a 20% solution, 0.24 mol). Stir at room temperature under an atmosphere of argon for 3 hours. Pour into saturated sodium hydrogen carbonate and add solid sodium hydrogen carbonate until the mixture is basic. Add ethyl ether and separate the organic phase. Extract the aqueous phases with ethyl ether, combine the organic phases and dry (MgSO4). Evaporate the solvent in vacu... The reactants are CC1=C(N)C(=CC=C1)C (2,6-dimethylaniline), diazonium salt, Br (HBr), FeSO4, Br (HBr), S(N)(O)(=O)=O (sulphamic acid), N(=O)[O-].[Na+] (NaNO2). Run in O (water), O (water). Conditions: temperature 80 celsius, time 15 minute. Yields the product CC1=C(C(=CC=C1)C)Br (2,6-Dimethylbromobenzene). RXN SMILES: [CH3:1][C:2]1[CH:8]=[CH:7][CH:6]=[C:5]([CH3:9])[C:3]=1N.N([O-])=O.[Na+].S(=O)(=O)(O)N.[BrH:19]>O>[CH3:1][C:2]1[CH:8]=[CH:7][CH:6]=[C:5]([CH3:9])[C:3]=1[Br:19] |f:1.2|. Reported procedure: To an initial charge of 65 ml of 48% aqueous HBr are added, in portions, 12.12 g [0.1 mol] of 2,6-dimethylaniline. The resulting thick suspension is stirred at 80° C. for 15 minutes. It is then cooled to −10° C., and a solution of 8 g [0.116 mol] of NaNO2 in 35 ml of water is added dropwise within approx. 1 h at such a rate that the temperature does not exceed −5° C. 80 mg of sulphamic acid are added. Then the suspension of the diazonium salt, cooled to −10° C., is metered within about 30 minute... Starting materials: N1=CC=C(C=C1)C1=CC=C(C2=CC=CC=C12)CC(=O)O (4-(pyridin-4-yl)naphth-1-ylacetic acid), COC1=C(C=C(N)C=C1)N1CCN(CC1)C (4-methoxy-3-(4-methylpiperazin-1-yl)aniline). Yields the product COC1=C(C=C(C=C1)NC(CC1=CC=C(C2=CC=CC=C12)C1=CC=NC=C1)=O)N1CCN(CC1)C (N-[4-Methoxy-3-(4-methylpiperazin-1-yl)phenyl]-4-(pyridin-4-yl)naphth-1-ylacetamide). As a reaction SMILES: [N:1]1[CH:6]=[CH:5][C:4]([C:7]2[C:16]3[C:11](=[CH:12][CH:13]=[CH:14][CH:15]=3)[C:10]([CH2:17][C:18](O)=[O:19])=[CH:9][CH:8]=2)=[CH:3][CH:2]=1.[CH3:21][O:22][C:23]1[CH:29]=[CH:28][C:26]([NH2:27])=[CH:25][C:24]=1[N:30]1[CH2:35][CH2:34][N:33]([CH3:36])[CH2:32][CH2:31]1>>[CH3:21][O:22][C:23]1[CH:29]=[CH:28][C:26]([NH:27][C:18](=[O:19])[CH2:17][C:10]2[C:11]3[C:16](=[CH:15][CH:14]=[CH:13][CH:12]=3)[C:7]([C:4]3[CH:3]=[CH:2][N:1]=[CH:6][CH:5]=3)=[CH:8][CH:9]=2)=[CH:25][C:24]=1[N:30]1[CH2:31][CH2:32][N:33]([CH3:36])[CH2:34][CH2:35]1. Reported procedure: The title compound was prepared from 4-(pyridin-4-yl)naphth-1-ylacetic acid (D2) and 4-methoxy-3-(4-methylpiperazin-1-yl)aniline (EP0533268A1) following a similar procedure to Example 1.